From a dataset of the Open Reaction Database (ORD), a public repository of structured organic reaction records. describe an organic reaction: reactants, conditions, products, and yield Starting materials: [Cl-], O=C(c1ccccc1)C1CCN(CCCl)CC1, [H-], [I-], O=C(Nc1cccnc1)c1ccc([N+](=O)[O-])cc1, [Na+], [Na+], [Na+], CN(C)C=O. Yields the product O=C(c1ccccc1)C1CCN(CCN(C(=O)c2ccc([N+](=O)[O-])cc2)c2cccnc2)CC1. Reaction SMILES: [Cl-:41].[Cl:21][CH2:22][CH2:23][N:24]1[CH2:25][CH2:26][CH:27]([C:30]([c:31]2[cH:32][cH:33][cH:34][cH:35][cH:36]2)=[O:37])[CH2:28][CH2:29]1.[H-:19].[I-:39].[N+:1](=[O:2])([O-:3])[c:4]1[cH:5][cH:6][c:7]([C:8](=[O:9])[NH:10][c:11]2[cH:12][n:13][cH:14][cH:15][cH:16]2)[cH:17][cH:18]1.[Na+:20].[Na+:38].[Na+:40].[O:42]=[CH:43][N:44]([CH3:45])[CH3:46]>>[N+:1](=[O:2])([O-:3])[c:4]1[cH:5][cH:6][c:7]([C:8](=[O:9])[N:10]([c:11]2[cH:12][n:13][cH:14][cH:15][cH:16]2)[CH2:22][CH2:23][N:24]2[CH2:25][CH2:26][CH:27]([C:30]([c:31]3[cH:32][cH:33][cH:34][cH:35][cH:36]3)=[O:37])[CH2:28][CH2:29]2)[cH:17][cH:18]1. Starting materials: O=C([O-])[O-], CC#N, CS(=O)(=O)c1cccc(C2CCNCC2)c1F, FC(F)(F)CCI, [K+], [K+]. The product is CS(=O)(=O)c1cccc(C2CCN(CCC(F)(F)F)CC2)c1F. RXN SMILES: [C:18](=[O:19])([O-:20])[O-:21].[CH3:31][C:32]#[N:33].[F:1][c:2]1[c:3]([CH:12]2[CH2:13][CH2:14][NH:15][CH2:16][CH2:17]2)[cH:4][cH:5][cH:6][c:7]1[S:8](=[O:9])(=[O:10])[CH3:11].[F:24][C:25]([CH2:26][CH2:27][I:28])([F:29])[F:30].[K+:22].[K+:23]>>[F:1][c:2]1[c:3]([CH:12]2[CH2:13][CH2:14][N:15]([CH2:27][CH2:26][C:25]([F:24])([F:29])[F:30])[CH2:16][CH2:17]2)[cH:4][cH:5][cH:6][c:7]1[S:8](=[O:9])(=[O:10])[CH3:11]. Starting materials: O=C1CCC(=O)N1Br, O=C(OOC(=O)c1ccccc1)c1ccccc1, ClC(Cl)(Cl)Cl, O=C(Cc1ccc(F)cc1F)C1CC1. Yields the product O=C(C1CC1)C(Br)c1ccc(F)cc1F. RXN SMILES: [Br:15][N:16]1[C:17](=[O:18])[CH2:19][CH2:20][C:21]1=[O:22].[C:23]([O:24][O:25][C:26](=[O:27])[c:28]1[cH:29][cH:30][cH:31][cH:32][cH:33]1)(=[O:34])[c:35]1[cH:36][cH:37][cH:38][cH:39][cH:40]1.[C:41]([Cl:42])([Cl:43])([Cl:44])[Cl:45].[F:1][c:2]1[c:3]([CH2:9][C:10](=[O:11])[CH:12]2[CH2:13][CH2:14]2)[cH:4][cH:5][c:6]([F:8])[cH:7]1>>[F:1][c:2]1[c:3]([CH:9]([C:10](=[O:11])[CH:12]2[CH2:13][CH2:14]2)[Br:15])[cH:4][cH:5][c:6]([F:8])[cH:7]1. Procedure: Into a 25 ml, three-necked round-bottom flask fitted with a thermometer, vigreux column, distillation head, magnetic stirrer, syringe pump and nitrogen sweep was charged 5.0 g of 3-(4-benzyloxyphenoxy)-2-butanone and 10 g of dimethyl carbonate, and the solution heated to 90° C. Thereafter, 2.0 ml sodium methoxide in methanol was added over a period of 50 minutes via a syringe pump. At the end of this addition, the reaction mixture was of a thick, cloudy orange consistency. It was then stirred fo... The yield is 94.7%. The solvent is CO (methanol), CO (methanol). The reactants are C[O-].[Na+] (sodium methoxide), C(C1=CC=CC=C1)OC1=CC=C(OC(C(C)=O)C)C=C1 (3-(4-benzyloxyphenoxy)-2-butanone), C(OC)(OC)=O (dimethyl carbonate), C[O-].[Na+] (sodium methoxide). Yields the product C(C1=CC=CC=C1)OC1=CC=C(OC(C(CC(=O)OC)=O)C)C=C1 (Methyl 4-(4-Benzyloxyphenoxy)- 3-oxopentanoate). RXN SMILES: [CH2:1]([O:8][C:9]1[CH:20]=[CH:19][C:12]([O:13][CH:14]([CH3:18])[C:15](=[O:17])[CH3:16])=[CH:11][CH:10]=1)[C:2]1[CH:7]=[CH:6][CH:5]=[CH:4][CH:3]=1.[C:21](=O)([O:24]C)[O:22][CH3:23].C[O-].[Na+]>CO>[CH2:1]([O:8][C:9]1[CH:10]=[CH:11][C:12]([O:13][CH:14]([CH3:18])[C:15](=[O:17])[CH2:16][C:21]([O:22][CH3:23])=[O:24])=[CH:19][CH:20]=1)[C:2]1[CH:3]=[CH:4][CH:5]=[CH:6][CH:7]=1 |f:2.3|. Run at temperature 90 celsius, time 40 minute.